This data is from the Open Reaction Database (ORD), a public repository of structured organic reaction records. The task is: describe an organic reaction: reactants, conditions, products, and yield Reactants: NC1=C(C=CC2=CC=CC=C12)NC1=CC(=CC=C1)C=1OC(=NN1)C (1-Amino-2-[3-(5-methyl-[1,3,4]oxadiazol-2-yl)phenyl]aminonaphthalene), C(C(=O)Cl)(=O)Cl (oxalyl chloride). The product is CC1=NN=C(O1)C=1C=C(C=CC1)N1C(C(NC=2C3=C(C=CC12)C=CC=C3)=O)=O (4-[3-(5-Methyl-[1,3,4]oxadiazol-2-yl)phenyl]-1,4-dihydrobenzo[f]quinoxaline-2,3-dione). Isolated yield 40.0%. As a reaction SMILES: [NH2:1][C:2]1[C:11]2[C:6](=[CH:7][CH:8]=[CH:9][CH:10]=2)[CH:5]=[CH:4][C:3]=1[NH:12][C:13]1[CH:18]=[CH:17][CH:16]=[C:15]([C:19]2[O:20][C:21]([CH3:24])=[N:22][N:23]=2)[CH:14]=1.[C:25](Cl)(=[O:29])[C:26](Cl)=[O:27]>>[CH3:24][C:21]1[O:20][C:19]([C:15]2[CH:14]=[C:13]([N:12]3[C:3]4[CH:4]=[CH:5][C:6]5[CH:7]=[CH:8][CH:9]=[CH:10][C:11]=5[C:2]=4[NH:1][C:26](=[O:27])[C:25]3=[O:29])[CH:18]=[CH:17][CH:16]=2)=[N:23][N:22]=1. Reported procedure: 1-Amino-2-[3-(5-methyl-[1,3,4]oxadiazol-2-yl)phenyl]aminonaphthalene (95 mg, 0.3 mmol) and oxalyl chloride were used in a process similar to Example 1(3) to give the titled compound as white crystal (43 mg, yield 40%). The reactants are C1=CC=CC=2SC3=CC=CC=C3C(C12)=CCCN1CCC(CC1)CCC(=O)OCC (ethyl 3-(1-(3-(thioxanthen-9-ylidene)-1-propyl)piperidin-4-yl)propionate), C(C(=O)[O-])(=O)O (hydrogen oxalate), [OH-].[Na+] (sodium hydroxide). Solvent: C(C)O (ethanol). Run at time 1 hour. The product is C(C)(=O)O.C1=CC=CC=2SC3=CC=CC=C3C(C12)=CCCN1CCC(CC1)CCC(=O)O (3-(1-(3-(Thioxanthen-9-ylidene)-1-propyl)piperidin-4-yl)propionic acid acetate). Yield: 56.0%. Reaction SMILES: [CH:1]1[C:14]2[C:13](=[CH:15][CH2:16][CH2:17][N:18]3[CH2:23][CH2:22][CH:21]([CH2:24][CH2:25][C:26]([O:28]CC)=[O:27])[CH2:20][CH2:19]3)[C:12]3[C:7](=[CH:8][CH:9]=[CH:10][CH:11]=3)[S:6][C:5]=2[CH:4]=[CH:3][CH:2]=1.C(O)(=O)C([O-])=O.[OH-].[Na+]>C(O)C>[C:26]([OH:28])(=[O:27])[CH3:25].[CH:1]1[C:14]2[C:13](=[CH:15][CH2:16][CH2:17][N:18]3[CH2:19][CH2:20][CH:21]([CH2:24][CH2:25][C:26]([OH:28])=[O:27])[CH2:22][CH2:23]3)[C:12]3[C:7](=[CH:8][CH:9]=[CH:10][CH:11]=3)[S:6][C:5]=2[CH:4]=[CH:3][CH:2]=1 |f:2.3,5.6|. Procedure: A mixture of ethyl 3-(1-(3-(thioxanthen-9-ylidene)-1-propyl)piperidin-4-yl)propionate (as the free base released from the above hydrogen oxalate; 3.71 g, 0.0088 mol), 4 N sodium hydroxide (10 ml) and 96% ethanol (70 ml) was stirred at room temperature overnight. Ethanol was evaporated in vacuo, the residue was dissolved in water (50 ml) and the aqueous solution was washed with diethyl ether (50 ml). The aqueous phase was neutralised with acetic acid and extracted with dichloromethane (3×150 ml)....